This data is from the Open Reaction Database (ORD), a public repository of structured organic reaction records. The task is: describe an organic reaction: reactants, conditions, products, and yield Reactants: C([O-])([O-])=O.[Cs+].[Cs+] (cesium carbonate), BrC1=CC=C(C=C1)C1=C(C=C2C(=N1)N=C(N2)OC2COC1C2OCC1O)Cl (6-((5-(4-bromophenyl)-6-chloro-1H-imidazo[4,5-b]pyridin-2-yl)oxy)hexahydrofuro[3,2-b]furan-3-ol), C(#C)C1CCNCC1 (4-ethynylpiperidine), chloro(tri-tert-butyl)-2-[-(2′amino-1,1′-biphenyl)]palladium (II). The reagents and catalysts are [Cu]I (copper (I) iodide). Run at temperature 50 celsius, time 2 hour. Product: ClC=1C=C2C(=NC1C1=CC=C(C=C1)C#CC1CCNCC1)N=C(N2)O[C@@H]2CO[C@H]1[C@@H]2OC[C@H]1O ((3R,3aR,6R6aR)-6-((6-chloro-5-(4-(piperidin-4-ylethynyl)phenyl)-1H-imidazo[4,5-b]pyridin-2-yl)oxy)hexahydrofuro[3,2-b]furan-3-ol). RXN SMILES: Br[C:2]1[CH:7]=[CH:6][C:5]([C:8]2[N:13]=[C:12]3[N:14]=[C:15]([O:17][CH:18]4[CH:22]5[O:23][CH2:24][CH:25]([OH:26])[CH:21]5[O:20][CH2:19]4)[NH:16][C:11]3=[CH:10][C:9]=2[Cl:27])=[CH:4][CH:3]=1.[C:28]([CH:30]1[CH2:35][CH2:34][NH:33][CH2:32][CH2:31]1)#[CH:29].C(=O)([O-])[O-].[Cs+].[Cs+]>[Cu]I>[Cl:27][C:9]1[CH:10]=[C:11]2[NH:16][C:15]([O:17][C@H:18]3[C@H:22]4[O:23][CH2:24][C@@H:25]([OH:26])[C@H:21]4[O:20][CH2:19]3)=[N:14][C:12]2=[N:13][C:8]=1[C:5]1[CH:6]=[CH:7][C:2]([C:29]#[C:28][CH:30]2[CH2:35][CH2:34][NH:33][CH2:32][CH2:31]2)=[CH:3][CH:4]=1 |f:2.3.4|. Reported procedure: 3R,3aR,6R,6aR)-6-((5-(4-bromophenyl)-6-chloro-1H-imidazo[4,5-b]pyridin-2-yl)oxy)hexahydrofuro[3,2-b]furan-3-ol (25 mg, 0.055 mmol), 4-ethynylpiperidine (10.5 mg, 0.072 mmol), copper (I) iodide (2.1 mg, 0.011 mmol), chloro(tri-tert-butyl)-2-[-(2′amino-1,1′-biphenyl)]palladium (II) (5.7 mg, 0.011 mmol, prepared by a procedure analogous to procedures described in J. AM. CHEM. SOC. 2010, 132, 14073-14075), and cesium carbonate (54.0 mg, 0.166 mmol) were placed under nitrogen in dry, degassed toluene... The reactants are CC1=C2C3=C(C(N4C(C(N3C(O2)C2=CC=CC=C2)=O)CCC4)=O)C=C1 (6,8,9,10,10a,11-hexahydro-3-methyl-1-phenyl-1H-oxazolo(5,4,3-jk)pyrrolo(2,1-C)(1,4)benzodiazepin-6,11-dione), C(C)O (ethanol). Reaction conditions: temperature -20 celsius, time 3 day. Product: C(C)OC1NC2=C(C(N3C1CCC3)=O)C=CC(=C2O)C (2,3,5,10,11,11a-hexahydro-11-ethoxy-9-hydroxy-8-methyl-1H-pyrrolo(2,1-C)(1,4)benzodiazepin-5-one). As a reaction SMILES: [CH3:1][C:2]1[CH:25]=[CH:24][C:5]2[C:6](=[O:23])[N:7]3[CH2:22][CH2:21][CH2:20][CH:8]3[C:9](=[O:19])[N:10]3C(C4C=CC=CC=4)[O:12][C:3]=1[C:4]=23.[CH2:26](O)[CH3:27]>>[CH2:26]([O:19][CH:9]1[CH:8]2[CH2:20][CH2:21][CH2:22][N:7]2[C:6](=[O:23])[C:5]2[CH:24]=[CH:25][C:2]([CH3:1])=[C:3]([OH:12])[C:4]=2[NH:10]1)[CH3:27]. Reported procedure: 350 mg of 6,8,9,10,10a,11-hexahydro-3-methyl-1-phenyl-1H-oxazolo(5,4,3-jk)pyrrolo(2,1-C)(1,4)benzodiazepin-6,11-dione was treated in the same manner as in Example 4. The concentrate of the chloroform layer obtained was dissolved in 2 ml of hot ethanol, cooled to -20° C., and allowed to stand at this temperature for 3 days. Thus, 86 mg of 2,3,5,10,11,11a-hexahydro-11-ethoxy-9-hydroxy-8-methyl-1H-pyrrolo(2,1-C)(1,4)benzodiazepin-5-one was obtained in a colorless crystalline form. Recrystallization... The reactants are [O-]C#N.[K+] (potassium cyanate), NCC1=CC=C(O1)C=1N=C(SC1)NC(=S)N (4-(5-aminomethylfuran-2-yl)-2-thioureidothiazole), Cl (hydrochloric acid). Solvent: O (water), CN(C=O)C (N,N-dimethylformamide), O (water). Run at time 16 hour. Product: N(C(=S)N)C=1SC=C(N1)C=1OC(=CC1)CNC(=O)N (2-thioureido-4-(5-ureidomethylfuran-2-yl)thiazole). Isolated yield 91.9%. Reaction SMILES: [O-:1][C:2]#[N:3].[K+].[NH2:5][CH2:6][C:7]1[O:11][C:10]([C:12]2[N:13]=[C:14]([NH:17][C:18]([NH2:20])=[S:19])[S:15][CH:16]=2)=[CH:9][CH:8]=1.Cl>O.CN(C)C=O>[NH:17]([C:14]1[S:15][CH:16]=[C:12]([C:10]2[O:11][C:7]([CH2:6][NH:5][C:2]([NH2:3])=[O:1])=[CH:8][CH:9]=2)[N:13]=1)[C:18]([NH2:20])=[S:19] |f:0.1|. Procedure: A solution of potassium cyanate (9.6 g) in water (50 ml) was added to a mixture of 4-(5-aminomethylfuran-2-yl)-2-thioureidothiazole (10.0 g) in N,N-dimethylformamide (80 ml) and 1N-hydrochloric acid (78.6 ml), and the mixture was stirred for 16 hours at ambient temperature. To the reaction mixture was added a water (100 ml) and isolated precipitate was collected by filtration to give 2-thioureido-4-(5-ureidomethylfuran-2-yl)thiazole (10.74 g). Starting materials: CC(C)(C)O, Cc1nc(C#Cc2cccc(Cl)c2)cn1-c1ccnc(Cl)c1, [K+], [OH-]. Product: Cc1nc(C#Cc2cccc(Cl)c2)cn1-c1cc[nH]c(=O)c1. RXN SMILES: [CH3:25][C:26]([OH:27])([CH3:28])[CH3:29].[Cl:1][c:2]1[n:3][cH:4][cH:5][c:6](-[n:8]2[c:9]([CH3:22])[n:10][c:11]([C:13]#[C:14][c:15]3[cH:16][c:17]([Cl:21])[cH:18][cH:19][cH:20]3)[cH:12]2)[cH:7]1.[K+:24].[OH-:23]>>[c:2]1(=[O:23])[nH:3][cH:4][cH:5][c:6](-[n:8]2[c:9]([CH3:22])[n:10][c:11]([C:13]#[C:14][c:15]3[cH:16][c:17]([Cl:21])[cH:18][cH:19][cH:20]3)[cH:12]2)[cH:7]1. Reactants: CN(C)c1ccncc1, CCN(C(C)C)C(C)C, COC(=O)Cl, ClCCl, O=C(O)C(F)(F)F, CC(C)(C)OC(=O)N1CCCC(C(CCCN)c2cccc(F)c2)C1. The product is COC(=O)NCCCC(c1cccc(F)c1)C1CCCN(C(=O)OC(C)(C)C)C1. RXN SMILES: [CH3:47][N:48]([c:49]1[cH:50][cH:51][n:52][cH:53][cH:54]1)[CH3:55].[CH:33]([N:34]([CH2:35][CH3:36])[CH:37]([CH3:38])[CH3:39])([CH3:40])[CH3:41].[Cl:42][C:43](=[O:44])[O:45][CH3:46].[Cl:56][CH2:57][Cl:58].[F:1][C:2]([F:3])([F:4])[C:5]([OH:6])=[O:7].[NH2:8][CH2:9][CH2:10][CH2:11][CH:12]([c:13]1[cH:14][c:15]([F:19])[cH:16][cH:17][cH:18]1)[CH:20]1[CH2:21][N:22]([C:26](=[O:27])[O:28][C:29]([CH3:30])([CH3:31])[CH3:32])[CH2:23][CH2:24][CH2:25]1>>[NH:8]([CH2:9][CH2:10][CH2:11][CH:12]([c:13]1[cH:14][c:15]([F:19])[cH:16][cH:17][cH:18]1)[CH:20]1[CH2:21][N:22]([C:26](=[O:27])[O:28][C:29]([CH3:30])([CH3:31])[CH3:32])[CH2:23][CH2:24][CH2:25]1)[C:43](=[O:44])[O:45][CH3:46].